This data is from the Open Reaction Database (ORD), a public repository of structured organic reaction records. The task is: describe an organic reaction: reactants, conditions, products, and yield Reactants: CC(=O)O, Cc1c[nH]c(=O)nc1-n1cncn1, CN(C)C=O, OCc1ccccc1. The product is Cc1c[nH]c(=O)nc1OCc1ccccc1. As a reaction SMILES: [CH3:14][C:15](=[O:16])[OH:17].[CH3:1][c:2]1[c:3](-[n:9]2[cH:10][n:11][cH:12][n:13]2)[n:4][c:5](=[O:8])[nH:6][cH:7]1.[CH3:26][N:27]([CH3:28])[CH:29]=[O:30].[OH:18][CH2:19][c:20]1[cH:21][cH:22][cH:23][cH:24][cH:25]1>>[CH3:1][c:2]1[c:3]([O:18][CH2:19][c:20]2[cH:21][cH:22][cH:23][cH:24][cH:25]2)[n:4][c:5](=[O:8])[nH:6][cH:7]1. Reactants: N(=O)[O-].[Na+] (sodium nitrite), BrC=1C=CC2=C(C(=NCC(=N2)NC)C2=NC=CC=C2)C1 (7-bromo-2-methylamino-5-(2-pyridyl)-3H-1,4-benzodiazepine), C(C)(=O)O (acetic acid). Run in O (water). Run at time 30 minute. The product is BrC=1C=CC2=C(C(=NCC(=N2)NCN=O)C2=NC=CC=C2)C1 (7-bromo-2-(N-nitrosomethylamino)-5-(2-pyridyl)-3H-1,4-benzodiazepine). RXN SMILES: [N:1]([O-:3])=O.[Na+].[Br:5][C:6]1[CH:7]=[CH:8][C:9]2[N:15]=[C:14]([NH:16][CH3:17])[CH2:13][N:12]=[C:11]([C:18]3[CH:23]=[CH:22][CH:21]=[CH:20][N:19]=3)[C:10]=2[CH:24]=1.C(O)(=O)C>O>[Br:5][C:6]1[CH:7]=[CH:8][C:9]2[N:15]=[C:14]([NH:16][CH2:17][N:1]=[O:3])[CH2:13][N:12]=[C:11]([C:18]3[CH:23]=[CH:22][CH:21]=[CH:20][N:19]=3)[C:10]=2[CH:24]=1 |f:0.1|. Reported procedure: 4.3 g. (0.0625 mol) of sodium nitrite was added in small portions to a stirred solution of 16.4 g. (0.05 mol) of 7-bromo-2-methylamino-5-(2-pyridyl)-3H-1,4-benzodiazepine in 200 ml. of glacial acetic acid. After addition (15 minutes), the mixture was stirred for 30 minutes at room temperature, diluted with water and extracted with ether. The extracts were washed with saturated sodium bicarbonate solution, dried over sodium sulfate and evaporated, giving crude 7-bromo-2-(N-nitrosomethylamino)-5-(... The reactants are [OH-].[Na+] (NaOH), BrC=1C=C2C(NC(C2=CC1)=O)=O (5-Bromoisoindoline-1,3-dione). Reagents/catalysts: [Zn] (Zn), O.O.O.O.O.S(=O)(=O)([O-])[O-].[Cu+2] (copper (II) sulfate pentahydrate). Run at temperature 0 celsius, time 3 hour. Yields the product BrC=1C=C2C(NC(C2=CC1)=O)O (5-Bromo-3-hydroxyisoindoline-1-one). As a reaction SMILES: [OH-].[Na+].[Br:3][C:4]1[CH:5]=[C:6]2[C:10](=[CH:11][CH:12]=1)[C:9](=[O:13])[NH:8][C:7]2=[O:14]>[Zn].O.O.O.O.O.S([O-])([O-])(=O)=O.[Cu+2]>[Br:3][C:4]1[CH:5]=[C:6]2[C:10](=[CH:11][CH:12]=1)[C:9](=[O:13])[NH:8][CH:7]2[OH:14] |f:0.1,4.5.6.7.8.9.10|. Reported procedure: A mixture of Zn powder (1.73 g, 26.154 mmol), copper (II) sulfate pentahydrate (0.02 g, 0.08 mmol) and 2M aq NaOH (27 mL) were cooled to 0° C. 5-Bromoisoindoline-1,3-dione (5 g, 22 mmol) was added at the same temperature over the period of 30 min. The reaction mixture was stirred at 0° C. for 30 min and 3 h at ambient temperature. The reaction mixture was filtered and the filtrate was neutralized with concentrated HCl. The reaction mixture was diluted with ethanol and extracted with ethyl acetat... The reactants are C(=O)=O (CO2), stainless steel, C(=O)[O-].[K+] (potassium formate), CO (methanol), CO (methanol). The reagents and catalysts are [Cu].[Cr](=O)([O-])[O-] (copper chromite). Solvent: O (H2O). Product: C(=O)=O (CO2), C(=O)OC (methyl formate), COC (dimethyl ether). The yield is 0.1%. RXN SMILES: [C:1](=[O:3])=[O:2].[CH:4]([O-:6])=[O:5].[K+].[CH3:8][OH:9]>[Cu].[Cr]([O-])([O-])=O.O>[C:1](=[O:3])=[O:2].[CH:8]([O:5][CH3:4])=[O:9].[CH3:1][O:6][CH3:4] |f:1.2,4.5|. Reported procedure: Synthesis gas having an inlet composition of 66.6% H2, 33.3% CO and 0.1% CO2 was fed to a 300 cc. stainless steel autoclave charged with 3 gms. copper-chromite (containing 31.1% copper and 29% chromium), 1.2 gm. potassium formate and 150 cc. methanol, reduced in situ using a stream of pure H2 flowing at 25 cc/min. for 16 hours at 170° C. Both catalysts were added separately in the powder form. The reactor was pressurized to 910 psig. and the temperature was adjusted to 150° C. Synthesis gas at a...